Task: describe an organic reaction: reactants, conditions, products, and yield. Dataset: the Open Reaction Database (ORD), a public repository of structured organic reaction records Starting materials: C1=CC=C2C(=C1)C(=O)C(C2=O)(O)O (ninhydrin), Cl.OC1=C(C=CC=C1)NC(NN)=O (4-(2-hydroxyphenyl)-semicarbazide hydrochloride). Yields the product OC1=C(C=CC=C1)NC(NN=C1C(C2=CC=CC=C2C1=O)=O)=O (2-[4-(2-hydroxyphenyl)-semicarbazono]indan-1,3-dione). RXN SMILES: [CH:1]1[CH:6]=[C:5]2[C:7]([C:9](O)(O)[C:10](=[O:11])[C:4]2=[CH:3][CH:2]=1)=[O:8].Cl.[OH:15][C:16]1[CH:21]=[CH:20][CH:19]=[CH:18][C:17]=1[NH:22][C:23](=[O:26])[NH:24][NH2:25]>>[OH:15][C:16]1[CH:21]=[CH:20][CH:19]=[CH:18][C:17]=1[NH:22][C:23](=[O:26])[NH:24][N:25]=[C:9]1[C:10](=[O:11])[C:4]2[C:5](=[CH:6][CH:1]=[CH:2][CH:3]=2)[C:7]1=[O:8] |f:1.2|. Procedure: ninhydrin, 4-(2-hydroxyphenyl)-semicarbazide hydrochloride Starting materials: CC=1C=C2CCCNC2=CC1 (6-methyl-1,2,3,4-tetrahydroquinoline), FC1=C(C=CC=C1)[N+](=O)[O-] (2-fluoronitrobenzene), FC1=CC2=C(N3C4=C(C(=N2)N2CCN(CC2)C)C=CC=C4CC3)C=C1 (9-fluoro-6-(4-methyl-1piperazinyl)-1,2-dihydrobenzo[b]pyrrolo[3,2,1-jk][1,4]benzodiazepine). The product is CC=1C=C2CCCN(C2=CC1)C1=C(C=CC=C1)[N+](=O)[O-] (6-methyl-1-(2-nitrophenyl)-1,2,3,4-tetrahydroquinoline), NC1=C(C=CC=C1)N1CCCC2=CC(=CC=C12)C (1-(2-aminophenyl)-6-methyl-1,2,3,4-tetra-hydroquinoline), N-[2-(6-methyl-1-phenyl)-1,2,3,4-tetrah quinolin-1-yl]-4-methyl-1-piperazine carboxamide, CC=1C=C2CCCN3C2=C(C(=NC2=C3C=CC=C2)N2CCN(CC2)C)C1 (5-methyl-7-(4-methyl-1-piperazinyl)-2,3-dihydro-1H-quino[1,8-ab][1,5]-benzodiazepine). RXN SMILES: [CH3:1][C:2]1[CH:3]=[C:4]2[C:9](=[CH:10][CH:11]=1)[NH:8][CH2:7][CH2:6][CH2:5]2.F[C:13]1[CH:18]=[CH:17][CH:16]=[CH:15][C:14]=1[N+:19]([O-:21])=[O:20].F[C:23]1[CH:46]=[CH:45][C:26]2[N:27]3[CH2:44][CH2:43][C:42]4[C:28]3=[C:29]([CH:39]=[CH:40][CH:41]=4)[C:30]([N:32]3[CH2:37][CH2:36][N:35]([CH3:38])[CH2:34][CH2:33]3)=[N:31][C:25]=2[CH:24]=1>>[CH3:1][C:2]1[CH:3]=[C:4]2[C:9](=[CH:10][CH:11]=1)[N:8]([C:13]1[CH:18]=[CH:17][CH:16]=[CH:15][C:14]=1[N+:19]([O-:21])=[O:20])[CH2:7][CH2:6][CH2:5]2.[NH2:31][C:25]1[CH:24]=[CH:23][CH:46]=[CH:45][C:26]=1[N:27]1[C:28]2[C:29](=[CH:39][C:40]([CH3:1])=[CH:41][CH:42]=2)[CH2:30][CH2:43][CH2:44]1.[CH3:1][C:2]1[CH:3]=[C:4]2[C:9]3=[C:10]([CH:11]=1)[C:30]([N:32]1[CH2:33][CH2:34][N:35]([CH3:38])[CH2:36][CH2:37]1)=[N:31][C:25]1[CH:26]=[CH:45][CH:46]=[CH:23][C:24]=1[N:8]3[CH2:7][CH2:6][CH2:5]2. Procedure details: Starting with 6-methyl-1,2,3,4-tetrahydroquinoline and 2-fluoronitrobenzene and following steps 1a to 1f of Example 2, one may obtain, in sequence, 6-methyl-1-(2-nitrophenyl)-1,2,3,4-tetrahydroquinoline, 1-(2-aminophenyl)-6-methyl-1,2,3,4-tetra-hydroquinoline, N-[2-(6-methyl-1-phenyl)-1,2,3,4-tetrah quinolin-1-yl]-4-methyl-1-piperazine carboxamide, and 5-methyl-7-(4-methyl-1-piperazinyl)-2,3-dihydro-1H-quino[1,8-ab][1,5]-benzodiazepine. Starting materials: FC(=C(F)F)F (tetrafluoroethylene), N=C1SC(=CN1C1=CC(=CC=C1)C(F)(F)F)C (2-imino-3-(3-trifluoromethylphenyl)-5-methylthiazoline), C(C)NCC (diethylamine), C([O-])([O-])=O.[K+].[K+] (potassium carbonate), ice water. Solvent: CN(C=O)C (N,N-dimethylformamide). Conditions: temperature 50 celsius, time 32 hour. Yields the product FC(C(=O)N=C1SC(=CN1C1=CC(=CC=C1)C(F)(F)F)C)F (2-difluoroacetylimino-3-(3-trifluoromethylphenyl)-5-methylthiazoline). Isolated yield 53.0%. As a reaction SMILES: [NH:1]=[C:2]1[N:6]([C:7]2[CH:12]=[CH:11][CH:10]=[C:9]([C:13]([F:16])([F:15])[F:14])[CH:8]=2)[CH:5]=[C:4]([CH3:17])[S:3]1.C(NCC)C.[C:23](=[O:26])([O-])[O-].[K+].[K+].[F:29][C:30]([F:34])=C(F)F>CN(C)C=O>[F:29][CH:30]([F:34])[C:23]([N:1]=[C:2]1[N:6]([C:7]2[CH:12]=[CH:11][CH:10]=[C:9]([C:13]([F:16])([F:14])[F:15])[CH:8]=2)[CH:5]=[C:4]([CH3:17])[S:3]1)=[O:26] |f:2.3.4|. Reported procedure: A solution of 2-imino-3-(3-trifluoromethylphenyl)-5-methylthiazoline (0.77 g, 3.0 mmol), diethylamine (1.32 g, 18.0 mmol) and potassium carbonate (1.04 g, 7.5 mmol) in N,N-dimethylformamide (15 ml) charged in a reaction flask was reacted with tetrafluoroethylene, which was made to flow intothe flask (ca. 0.3 liter/hr), with vigorous stirring at 50° C. for 32 hours. After cooling to an ambient temperature, the reaction mixture was poured into ice-water, and extracted with ethyl acetate. The ethyl... Reactants: ClCCl, CC(C)(C)C(=O)Cl, [Na+], [OH-], NCCC(Nc1ccccc1)c1ccccc1. The product is CC(C)(C)C(=O)NCCC(Nc1ccccc1)c1ccccc1. RXN SMILES: [CH2:27]([Cl:28])[Cl:29].[CH3:20][C:21]([C:22](=[O:23])[Cl:24])([CH3:25])[CH3:26].[Na+:19].[OH-:18].[c:1]1([NH:7][CH:8]([CH2:9][CH2:10][NH2:11])[c:12]2[cH:13][cH:14][cH:15][cH:16][cH:17]2)[cH:2][cH:3][cH:4][cH:5][cH:6]1>>[c:1]1([NH:7][CH:8]([CH2:9][CH2:10][NH:11][C:22]([C:21]([CH3:20])([CH3:25])[CH3:26])=[O:23])[c:12]2[cH:13][cH:14][cH:15][cH:16][cH:17]2)[cH:2][cH:3][cH:4][cH:5][cH:6]1. The reactants are C(=O)C1=CC=C(C=C1)C1=CC(=NC=C1)C(=O)OCC (ethyl 4-(4-formylphenyl)picolinate), C/C(=C(\[N+]#N)/P(=O)(OC)OC)/[O-] (Bestmann reagent), C(=O)([O-])[O-].[K+].[K+] (K2CO3). Solvent: O (water), CO (CH3OH). Run at time 5 hour. Yields the product C(#C)C1=CC=C(C=C1)C1=CC(=NC=C1)C(=O)OC (methyl 4-(4-ethynylphenyl)picolinate). Yield: 33.7%. As a reaction SMILES: [CH:1]([C:3]1[CH:8]=[CH:7][C:6]([C:9]2[CH:14]=[CH:13][N:12]=[C:11]([C:15]([O:17][CH2:18]C)=[O:16])[CH:10]=2)=[CH:5][CH:4]=1)=O.[CH3:20]/C(/[O-])=C(/P(OC)(OC)=O)\[N+]#N.C([O-])([O-])=O.[K+].[K+]>CO.O>[C:1]([C:3]1[CH:4]=[CH:5][C:6]([C:9]2[CH:14]=[CH:13][N:12]=[C:11]([C:15]([O:17][CH3:18])=[O:16])[CH:10]=2)=[CH:7][CH:8]=1)#[CH:20] |f:2.3.4|. Procedure: To a stirring solution of compound 2.5 (12.7 g, 50 mmol) in CH3OH (300 mL) was added the Bestmann reagent (14.4 g, 75 mmol) followed by K2CO3 (20.8 g, 150 mmol) and the reaction was stirred for 5 hr. The reaction mixture was diluted with water (500 mL) and extracted with Et2O (3×300 mL). The combined organic layers were dried and concentrated under reduced pressure to give a crude, which was purified by flash chromatography (silica gel/PE:Et2O 10:1-5:1) to give methyl 4-(4-ethynylphenyl)picolina... The reactants are C(C)OC(C=CC1(CCOCC1)C)=O (3-(4-methyl-tetrahydro-pyran-4-yl)-acrylic acid ethyl ester). The solvent is CCO (EtOH), [OH-].[Na+] (NaOH). Product: CC1(CCOCC1)C=CC(=O)O (3-(4-methyl-tetrahydro-pyran-4-yl)-acrylic acid). RXN SMILES: C([O:3][C:4](=[O:14])[CH:5]=[CH:6][C:7]1([CH3:13])[CH2:12][CH2:11][O:10][CH2:9][CH2:8]1)C>CCO.[OH-].[Na+]>[CH3:13][C:7]1([CH:6]=[CH:5][C:4]([OH:14])=[O:3])[CH2:12][CH2:11][O:10][CH2:9][CH2:8]1 |f:2.3|. Procedure details: To a solution of 3-(4-methyl-tetrahydro-pyran-4-yl)-acrylic acid ethyl ester (396 mg, 2.00 mmol, prepared as in STEP A above) in EtOH (10 mL), 6N aqueous NaOH (1 mL) was added dropwise. The resulting mixture was stirred at room temperature over night. The resulting mixture was concentrated and the resulting residue was dissolved in 20 mL of water. The resulting solution was washed twice with diethyl ether (10 mL), and the aqueous layer was acidified with 6N HCl and extracted thrice with DCM (20 ... Reactants: COC(=O)C1=NC(=C2N=CN(C2=N1)[C@H]1C(C([C@H](C1)N1N=CC(=C1)CO)O)O)NCC(C1=CC=CC=C1)C1=CC=CC=C1 (9-[(1R,4S)-2,3-dihydroxy-4-(4-hydroxymethyl-pyrazol-1-yl)-cyclopentyl]-6-(2,2-diphenyl-ethylamino)-9H-purine-2-carboxylic acid methyl ester), NC1CCC(CC1)NC(=O)C1=NC(=C2N=CN(C2=N1)[C@H]1[C@@H]([C@@H]([C@H](C1)N1N=CC(=C1)CO)O)O)NCC(C1=CC=CC=C1)C1=CC=CC=C1 (9-[(1R,2S,3R,4S)-2,3-dihydroxy-4-(4-hydroxymethyl-pyrazol-1-yl)-cyclopentyl]-6-(2,2-diphenyl-ethylamino)-9H-purine-2-carboxylic acid (4-amino-cyclohexyl)-amide), NCC(C)(C)N (1,2-diamino-2-methylpropane). The product is NC(CNC(=O)C1=NC(=C2N=CN(C2=N1)[C@H]1[C@@H]([C@@H]([C@H](C1)N1N=CC(=C1)CO)O)O)NCC(C1=CC=CC=C1)C1=CC=CC=C1)(C)C (9-[(1R,2S,3R,4S)-2,3-Dihydroxy-4-(4-hydroxymethyl-pyrazol-1-yl)-cyclopentyl]-6-(2,2-diphenyl-ethylamino)-9H-purine-2-carboxylic acid (2-amino-2-methyl-propyl)-amide). As a reaction SMILES: COC(C1N=[C:12]2[C:8]([N:9]=CN2[C@@H]2C[C@H](N3C=C(CO)C=N3)C(O)C2O)=[C:7](NCC(C2C=CC=CC=2)C2C=CC=CC=2)N=1)=O.NC1CC[CH:47]([NH:50][C:51]([C:53]2[N:61]=[C:60]3[C:56]([N:57]=[CH:58][N:59]3[C@@H:62]3[CH2:66][C@H:65]([N:67]4[CH:71]=[C:70]([CH2:72][OH:73])[CH:69]=[N:68]4)[C@@H:64]([OH:74])[C@H:63]3[OH:75])=[C:55]([NH:76][CH2:77][CH:78]([C:85]3[CH:90]=[CH:89][CH:88]=[CH:87][CH:86]=3)[C:79]3[CH:84]=[CH:83][CH:82]=[CH:81][CH:80]=3)[N:54]=2)=[O:52])CC1.NCC(N)(C)C>>[NH2:9][C:8]([CH3:12])([CH3:7])[CH2:47][NH:50][C:51]([C:53]1[N:61]=[C:60]2[C:56]([N:57]=[CH:58][N:59]2[C@@H:62]2[CH2:66][C@H:65]([N:67]3[CH:71]=[C:70]([CH2:72][OH:73])[CH:69]=[N:68]3)[C@@H:64]([OH:74])[C@H:63]2[OH:75])=[C:55]([NH:76][CH2:77][CH:78]([C:85]2[CH:90]=[CH:89][CH:88]=[CH:87][CH:86]=2)[C:79]2[CH:80]=[CH:81][CH:82]=[CH:83][CH:84]=2)[N:54]=1)=[O:52]. Procedure details: This compound is prepared from 9-[(1R,4S)-2,3-dihydroxy-4-(4-hydroxymethyl-pyrazol-1-yl)-cyclopentyl]-6-(2,2-diphenyl-ethylamino)-9H-purine-2-carboxylic acid methyl ester (Example 62) using a procedure analogous to that of 9-[(1R,2S,3R,4S)-2,3-dihydroxy-4-(4-hydroxymethyl-pyrazol-1-yl)-cyclopentyl]-6-(2,2-diphenyl-ethylamino)-9H-purine-2-carboxylic acid (4-amino-cyclohexyl)-amide (Example 83, first step a) replacing trans-1,4-diaminocyclohexane with 1,2-diamino-2-methylpropane.